This data is from the Open Reaction Database (ORD), a public repository of structured organic reaction records. The task is: describe an organic reaction: reactants, conditions, products, and yield Product: [O-][n+]1ccc(-c2ccc(C(F)(F)F)cc2)cc1. Reaction SMILES: [CH3:41][O:42][CH2:43][CH2:44][O:45][CH3:46].[Cl:33][c:34]1[cH:35][cH:36][n+:37]([O-:40])[cH:38][cH:39]1.[F:1][C:2]([c:3]1[cH:4][cH:5][c:6]([B:9]([OH:10])[OH:11])[cH:7][cH:8]1)([F:12])[F:13].[K+:47].[K+:48].[O-:49][C:50]([O-:51])=[O:52].[c:14]1([P:15]([c:16]2[cH:17][cH:18][cH:19][cH:20][cH:21]2)[c:22]2[cH:23][cH:24][cH:25][cH:26][cH:27]2)[cH:28][cH:29][cH:30][cH:31][cH:32]1>>[F:1][C:2]([c:3]1[cH:4][cH:5][c:6](-[c:34]2[cH:35][cH:36][n+:37]([O-:40])[cH:38][cH:39]2)[cH:7][cH:8]1)([F:12])[F:13]. Reactants: COCCOC, [O-][n+]1ccc(Cl)cc1, OB(O)c1ccc(C(F)(F)F)cc1, [K+], [K+], O=C([O-])[O-], c1ccc(P(c2ccccc2)c2ccccc2)cc1.